Dataset: the Open Reaction Database (ORD), a public repository of structured organic reaction records. Task: describe an organic reaction: reactants, conditions, products, and yield Reactants: BrC=1C(=C(C(=O)O)C=C(C1)C(F)(F)F)N1CCCCC1 (3-bromo-2-piperid-1-yl-5-trifluoromethylbenzoic acid), O=S(Cl)Cl (SOCl2), ClC=1C=C(N)C=CC1Cl (3,4-dichloroaniline). The solvent is CC(=O)C (acetone), C1(=CC=CC=C1)C (toluene), CC(=O)C (acetone), O (water). Run at time 1 hour. Product: BrC=1C(=C(C(=O)NC2=CC(=C(C=C2)Cl)Cl)C=C(C1)C(F)(F)F)N1CCCCC1 (3-bromo-N-(3,4-dichlorophenyl)-2-piperid-1-yl-5-trifluoromethylbenzamide). The yield is 85.6%. Reaction SMILES: [Br:1][C:2]1[C:3]([N:15]2[CH2:20][CH2:19][CH2:18][CH2:17][CH2:16]2)=[C:4]([CH:8]=[C:9]([C:11]([F:14])([F:13])[F:12])[CH:10]=1)[C:5](O)=[O:6].O=S(Cl)Cl.[Cl:25][C:26]1[CH:27]=[C:28]([CH:30]=[CH:31][C:32]=1[Cl:33])[NH2:29]>C1(C)C=CC=CC=1.CC(C)=O.O>[Br:1][C:2]1[C:3]([N:15]2[CH2:16][CH2:17][CH2:18][CH2:19][CH2:20]2)=[C:4]([CH:8]=[C:9]([C:11]([F:12])([F:13])[F:14])[CH:10]=1)[C:5]([NH:29][C:28]1[CH:30]=[CH:31][C:32]([Cl:33])=[C:26]([Cl:25])[CH:27]=1)=[O:6]. Procedure: To a solution of 3-bromo-2-piperid-1-yl-5-trifluoromethylbenzoic acid (680 mg; 1 eq.) in toluene (15 ml) is added SOCl2 (0.55 ml). After refluxing for 2 hours, the reaction medium is evaporated to dryness and the oil obtained is taken up in acetone (5 ml). This solution is added dropwise, while maintaining the temperature between 15 and 20° C., to a solution of 3,4-dichloroaniline (625 mg; 2 eq.) in water (7 ml) and acetone (10 ml). After stirring for 1 hour at room temperature, the precipitate ... Reactants: CC(C)(C)[O-], CNC(=O)c1cc(Cl)ccn1, CN(C)C=O, CCOC(C)=O, [K+], [K+], [K+], Nc1nnc2cc(O)ccc2n1, O=C([O-])[O-], O. The product is CNC(=O)c1cc(Oc2ccc3nc(N)nnc3c2)ccn1. RXN SMILES: [CH3:13][C:14]([CH3:15])([O-:16])[CH3:17].[CH3:19][NH:20][C:21](=[O:22])[c:23]1[n:24][cH:25][cH:26][c:27]([Cl:29])[cH:28]1.[CH3:36][N:37]([CH3:38])[CH:39]=[O:40].[CH3:41][CH2:42][O:43][C:44](=[O:45])[CH3:46].[K+:18].[K+:30].[K+:31].[NH2:1][c:2]1[n:3][n:4][c:5]2[c:6]([n:7]1)[cH:8][cH:9][c:10]([OH:12])[cH:11]2.[O-:32][C:33]([O-:34])=[O:35].[OH2:47]>>[NH2:1][c:2]1[n:3][n:4][c:5]2[c:6]([n:7]1)[cH:8][cH:9][c:10]([O:12][c:27]1[cH:26][cH:25][n:24][c:23]([C:21]([NH:20][CH3:19])=[O:22])[cH:28]1)[cH:11]2. Reactants: CCOC(=O)C1(C#N)CCC1, CCO, [H][H], O. Yields the product CCOC(=O)C1(CN)CCC1. As a reaction SMILES: [CH2:1]([CH3:2])[O:3][C:4](=[O:5])[C:6]1([C:10]#[N:11])[CH2:7][CH2:8][CH2:9]1.[CH3:14][CH2:15][OH:16].[H:12][H:13].[OH2:17]>>[CH2:1]([CH3:2])[O:3][C:4](=[O:5])[C:6]1([CH2:10][NH2:11])[CH2:7][CH2:8][CH2:9]1. Starting materials: BrC=1C=2C=CC(=C(C3=CC=C(N3)C=C3C=CC(C(=C4C=CC1N4)C4=C(C=C(C=C4C)C)C)=N3)C3=C(C=C(C=C3C)C)C)N2 (10-bromo-5,15-bis(2,4,6-trimethylphenyl)porphyrin), [O-]P(=O)([O-])[O-].[K+].[K+].[K+] (potassium phosphate tribasic), C(C)(=O)NC1=CC=C(C=C1)B(O)O (4-acetamidophenylboronic acid). The reagents and catalysts are C=1C=CC(=CC1)[P](C=2C=CC=CC2)(C=3C=CC=CC3)[Pd]([P](C=4C=CC=CC4)(C=5C=CC=CC5)C=6C=CC=CC6)([P](C=7C=CC=CC7)(C=8C=CC=CC8)C=9C=CC=CC9)[P](C=1C=CC=CC1)(C=1C=CC=CC1)C=1C=CC=CC1 (tetrakis(triphenylphosphine)palladium(0)). The solvent is C1CCOC1 (THF). Reaction conditions: time 10 minute. Yields the product C(C)(=O)NC1=CC=C(C=C1)C=1C=2C=CC(=C(C3=CC=C(N3)C=C3C=CC(C(=C4C=CC1N4)C4=C(C=C(C=C4C)C)C)=N3)C3=C(C=C(C=C3C)C)C)N2 (10-(4-Acetamidophenyl)-5,15-bis(2,4,6-trimethylphenyl)porphyrin). Yield: 73.0%. As a reaction SMILES: Br[C:2]1[C:3]2[CH:4]=[CH:5][C:6]([N:43]=2)=[C:7]([C:34]2[C:39]([CH3:40])=[CH:38][C:37]([CH3:41])=[CH:36][C:35]=2[CH3:42])[C:8]2[NH:12][C:11]([CH:13]=[C:14]3[N:33]=[C:17]([C:18]([C:24]4[C:29]([CH3:30])=[CH:28][C:27]([CH3:31])=[CH:26][C:25]=4[CH3:32])=[C:19]4[NH:23][C:22]=1[CH:21]=[CH:20]4)[CH:16]=[CH:15]3)=[CH:10][CH:9]=2.[O-]P([O-])([O-])=O.[K+].[K+].[K+].[C:52]([NH:55][C:56]1[CH:61]=[CH:60][C:59](B(O)O)=[CH:58][CH:57]=1)(=[O:54])[CH3:53]>C1C=CC([P]([Pd]([P](C2C=CC=CC=2)(C2C=CC=CC=2)C2C=CC=CC=2)([P](C2C=CC=CC=2)(C2C=CC=CC=2)C2C=CC=CC=2)[P](C2C=CC=CC=2)(C2C=CC=CC=2)C2C=CC=CC=2)(C2C=CC=CC=2)C2C=CC=CC=2)=CC=1.C1COCC1>[C:52]([NH:55][C:56]1[CH:61]=[CH:60][C:59]([C:2]2[C:3]3[CH:4]=[CH:5][C:6]([N:43]=3)=[C:7]([C:34]3[C:35]([CH3:42])=[CH:36][C:37]([CH3:41])=[CH:38][C:39]=3[CH3:40])[C:8]3[NH:12][C:11]([CH:13]=[C:14]4[N:33]=[C:17]([C:18]([C:24]5[C:25]([CH3:32])=[CH:26][C:27]([CH3:31])=[CH:28][C:29]=5[CH3:30])=[C:19]5[NH:23][C:22]=2[CH:21]=[CH:20]5)[CH:16]=[CH:15]4)=[CH:10][CH:9]=3)=[CH:58][CH:57]=1)(=[O:54])[CH3:53] |f:1.2.3.4,^1:68,70,89,108|. Procedure details: To a flask was added 157 mg (0.250 mmol) of 10-bromo-5,15-bis(2,4,6-trimethylphenyl)porphyrin, (6), 1.06 g (5.00 mmol) of potassium phosphate tribasic, 314 mg (1.76 mmol) of 4-acetamidophenylboronic acid (supplied by Acros), and 70 mL of THF. The suspension was flushed with argon for 10 min, and then 39 mg (0.025 mmol) of tetrakis(triphenylphosphine)palladium(0) was added and the argon flushing procedure continued for an additional 10 min. The reaction mixture was then warmed to reflux under an ... The reactants are CC(C)CCOCCCCO, ClC(Cl)Cl, O=P(Br)(Br)Br, c1ccncc1. Product: CC(C)CCOCCCCBr. As a reaction SMILES: [CH2:6]([CH2:7][CH:8]([CH3:9])[CH3:10])[O:11][CH2:12][CH2:13][CH2:14][CH2:15][OH:16].[CH:23]([Cl:24])([Cl:25])[Cl:26].[P:1]([Br:2])([Br:3])([Br:4])=[O:5].[cH:17]1[cH:18][cH:19][n:20][cH:21][cH:22]1>>[Br:3][CH2:15][CH2:14][CH2:13][CH2:12][O:11][CH2:6][CH2:7][CH:8]([CH3:9])[CH3:10]. The reactants are CN(C)CCCNc1cc(C(O)c2ccc(NC(=O)OC(C)(C)C)cc2)ccn1, ClCCl, O=C(O)C(F)(F)F. The product is CN(C)CCCNc1cc(C(O)c2ccc(N)cc2)ccn1. RXN SMILES: [CH3:1][N:2]([CH2:3][CH2:4][CH2:5][NH:6][c:7]1[n:8][cH:9][cH:10][c:11]([CH:13]([c:14]2[cH:15][cH:16][c:17]([NH:20][C:21](=[O:22])[O:23][C:24]([CH3:25])([CH3:26])[CH3:27])[cH:18][cH:19]2)[OH:28])[cH:12]1)[CH3:29].[Cl:37][CH2:38][Cl:39].[F:30][C:31]([F:32])([F:33])[C:34]([OH:35])=[O:36]>>[CH3:1][N:2]([CH2:3][CH2:4][CH2:5][NH:6][c:7]1[n:8][cH:9][cH:10][c:11]([CH:13]([c:14]2[cH:15][cH:16][c:17]([NH2:20])[cH:18][cH:19]2)[OH:28])[cH:12]1)[CH3:29]. Reactants: COC(CS(NC1=CC(=C(C=C1)F)C(F)(F)F)(=O)=O)=O (2-[N-(4-fluoro-3-trifluoromethylphenyl)sulfamoyl]acetic acid methyl ester), [OH-].[Na+] (sodium hydroxide). Run in O1CCOCC1 (dioxane). Reaction conditions: time 15 minute. Product: FC1=C(C=C(C=C1)NS(=O)(=O)CC(=O)O)C(F)(F)F (2-[N-(4-Fluoro-3-trifluoromethylphenyl)sulfamoyl]acetic Acid). RXN SMILES: C[O:2][C:3](=[O:20])[CH2:4][S:5](=[O:19])(=[O:18])[NH:6][C:7]1[CH:12]=[CH:11][C:10]([F:13])=[C:9]([C:14]([F:17])([F:16])[F:15])[CH:8]=1.[OH-].[Na+]>O1CCOCC1>[F:13][C:10]1[CH:11]=[CH:12][C:7]([NH:6][S:5]([CH2:4][C:3]([OH:20])=[O:2])(=[O:18])=[O:19])=[CH:8][C:9]=1[C:14]([F:17])([F:15])[F:16] |f:1.2|. Procedure details: 12.79 g (40.57 mmol) of 2-[N-(4-fluoro-3-trifluoromethylphenyl)sulfamoyl]acetic acid methyl ester is dissolved in 110 ml of dioxane and combined with 59 ml (118 mmol) of 2N sodium hydroxide solution. The mixture heated up slightly, and the starting material had disappeared after 15 minutes. The mixture is concentrated to dryness under vacuum, the residue is combined with 2N hydrochloric acid, and the thus-precipitated acid is taken up in ethyl acetate. The organic solution is washed with water, ...